Dataset: the Open Reaction Database (ORD), a public repository of structured organic reaction records. Task: describe an organic reaction: reactants, conditions, products, and yield Reactants: Cl (Hydrogen chloride), C(#N)C=1C=C(C(=O)OCC)C=C(C1)COC (ethyl 3-cyano-5-methoxymethyl-benzoate), C(C)O (ethanol), Cl (hydrogen chloride). Reaction conditions: time 3 hour. Yields the product C(C)OC(=N)C=1C=C(C(=O)OCC)C=C(C1)COC (ethyl 3-ethoxycarbonimidoyl-5-methoxymethyl-benzoate). Isolated yield 49.0%. As a reaction SMILES: Cl.[C:2]([C:4]1[CH:5]=[C:6]([CH:12]=[C:13]([CH2:15][O:16][CH3:17])[CH:14]=1)[C:7]([O:9][CH2:10][CH3:11])=[O:8])#[N:3].[CH2:18]([OH:20])[CH3:19]>>[CH2:18]([O:20][C:2]([C:4]1[CH:5]=[C:6]([CH:12]=[C:13]([CH2:15][O:16][CH3:17])[CH:14]=1)[C:7]([O:9][CH2:10][CH3:11])=[O:8])=[NH:3])[CH3:19]. Procedure details: Hydrogen chloride gas was passed through a solution of ethyl 3-cyano-5-methoxymethyl-benzoate (300 mg, 1.368 mmol) in anhydrous ethanol (15 mL) at 0° C. After 3 h, hydrogen chloride gas was stopped and the reaction vessel was sealed with a septum. After stirring at room temperature overnight, the reaction vessel was cooled to 0° C. and the septum was removed. The solvent was evaporated in vacuo and the residue was triturated in diethyl ether to afford ethyl 3-ethoxycarbonimidoyl-5-methoxymethyl-... Reactants: N(=C=O)C1=C(C=CC=C1C(C)C)C(C)C (2-isocyanato-1,3-diisopropylbenzene), C1(=CC=CC=C1)S(=O)(=O)C1(CCCC1)CN (C-(1-benzenesulfonyl-cyclopentyl)-methylamine). The solvent is ClCCl (dichloromethane). Conditions: time 3 hour. The product is C1(=CC=CC=C1)S(=O)(=O)C1(CCCC1)CNC(=O)NC1=C(C=CC=C1C(C)C)C(C)C (1-(1-benzenesulfonylcyclopentylmethyl)-3-(2,6-diisopropyl-phenyl)-urea), powder. Isolated yield 44.0%. As a reaction SMILES: [N:1]([C:4]1[C:9]([CH:10]([CH3:12])[CH3:11])=[CH:8][CH:7]=[CH:6][C:5]=1[CH:13]([CH3:15])[CH3:14])=[C:2]=[O:3].[C:16]1([S:22]([C:25]2([CH2:30][NH2:31])[CH2:29][CH2:28][CH2:27][CH2:26]2)(=[O:24])=[O:23])[CH:21]=[CH:20][CH:19]=[CH:18][CH:17]=1>ClCCl>[C:16]1([S:22]([C:25]2([CH2:30][NH:31][C:2]([NH:1][C:4]3[C:5]([CH:13]([CH3:15])[CH3:14])=[CH:6][CH:7]=[CH:8][C:9]=3[CH:10]([CH3:11])[CH3:12])=[O:3])[CH2:29][CH2:28][CH2:27][CH2:26]2)(=[O:23])=[O:24])[CH:17]=[CH:18][CH:19]=[CH:20][CH:21]=1. Procedure: In a tube, under nitrogen, 157 mg (0.77 mmol) of 2-isocyanato-1,3-diisopropylbenzene is added to a solution of 168 mg (0.7 mmol) of C-(1-benzenesulfonyl-cyclopentyl)-methylamine in 3.5 ml of dichloromethane. The reaction mixture is stirred at RT for 3 h. The solvent is evaporated with a nitrogen stream. The paste obtained is taken up in heptane (5 mL) for crystallization. The white powder obtained is chromatographed on silica gel (dichloromethane then dichloromethane/methanol, 98/2, v/v). The oi... Starting materials: O=C(Cl)c1ccccc1, ClCCl, [K+], [K+], NC1CCN(Cc2ccccc2)CC1, O=C([O-])[O-], O. Product: O=C(NC1CCN(Cc2ccccc2)CC1)c1ccccc1. Reaction SMILES: [C:21]([c:22]1[cH:23][cH:24][cH:25][cH:26][cH:27]1)(=[O:28])[Cl:29].[Cl:30][CH2:31][Cl:32].[K+:15].[K+:16].[NH2:1][CH:2]1[CH2:3][CH2:4][N:5]([CH2:8][c:9]2[cH:10][cH:11][cH:12][cH:13][cH:14]2)[CH2:6][CH2:7]1.[O-:17][C:18]([O-:19])=[O:20].[OH2:33]>>[NH:1]([CH:2]1[CH2:3][CH2:4][N:5]([CH2:8][c:9]2[cH:10][cH:11][cH:12][cH:13][cH:14]2)[CH2:6][CH2:7]1)[C:21]([c:22]1[cH:23][cH:24][cH:25][cH:26][cH:27]1)=[O:28].